The task is: describe an organic reaction: reactants, conditions, products, and yield. This data is from the Open Reaction Database (ORD), a public repository of structured organic reaction records. Starting materials: C(=C)(C)C=1C=CC(=C(C1)C=1C(=CC(=CC1)C(F)(F)F)C=O)OC (5′-Isopropenyl-2′-methoxy-4-trifluoromethyl-biphenyl-2-carbaldehyde), [BH4-].[Na+] (sodium borohydride). Solvent: O1CCCC1 (tetrahydrofuran), C(C)O (ethanol), C(Cl)Cl (methylene chloride). Run at time 10 minute. Yields the product C(=C)(C)C=1C=CC(=C(C1)C1=C(C=C(C=C1)C(F)(F)F)CO)OC ((5′-isopropenyl-2′-methoxy-4-trifluoromethyl-biphenyl-2-yl)-methanol). Isolated yield 94.0%. As a reaction SMILES: [C:1]([C:4]1[CH:5]=[CH:6][C:7]([O:22][CH3:23])=[C:8]([C:10]2[C:11]([CH:20]=[O:21])=[CH:12][C:13]([C:16]([F:19])([F:18])[F:17])=[CH:14][CH:15]=2)[CH:9]=1)([CH3:3])=[CH2:2].[BH4-].[Na+]>O1CCCC1.C(O)C.C(Cl)Cl>[C:1]([C:4]1[CH:5]=[CH:6][C:7]([O:22][CH3:23])=[C:8]([C:10]2[CH:15]=[CH:14][C:13]([C:16]([F:17])([F:18])[F:19])=[CH:12][C:11]=2[CH2:20][OH:21])[CH:9]=1)([CH3:3])=[CH2:2] |f:1.2|. Procedure details: 5′-Isopropenyl-2′-methoxy-4-trifluoromethyl-biphenyl-2-carbaldehyde (5.0 g) is dissolved in a mixed solvent of tetrahydrofuran (100 ml), ethanol (30 ml) and methylene chloride (10 ml), and thereto is added sodium borohydride (646 mg) and the mixture is stirred at room temperature for 10 minutes. The reaction solution is concentrated under reduced pressure and thereto are added ethyl acetate and water, and the mixture is separated, and the organic layer is washed with a saturated brine, dried ove...